From a dataset of the Open Reaction Database (ORD), a public repository of structured organic reaction records. describe an organic reaction: reactants, conditions, products, and yield Starting materials: BrC1=CC=C(C=C1)C(CC(=O)C1=CN=NC=C1)C1=C(C=CC=C1)C (3-(4-Bromophenyl)-1-(pyridazin-4-yl)-3-o-tolylpropan-1-one), [I-].C(C)(C)(C)OC(=O)N1CCC(CC1)[Zn+] ((1-(tert-butoxycarbonyl)piperidin-4-yl)zinc(II) iodide). Reagents/catalysts: [Cu]I (copper(I) iodide), C1=CC=C(C=C1)P([C-]2C=CC=C2)C3=CC=CC=C3.C1=CC=C(C=C1)P([C-]2C=CC=C2)C3=CC=CC=C3.Cl[Pd]Cl.[Fe+2] ([1,1′-bis(diphenylphosphino)ferrocene]dichloropalladium), [Cu]I (copper(I) iodide), C1=CC=C(C=C1)P([C-]2C=CC=C2)C3=CC=CC=C3.C1=CC=C(C=C1)P([C-]2C=CC=C2)C3=CC=CC=C3.Cl[Pd]Cl.[Fe+2] ([1,1′-bis(diphenylphosphino)ferrocene]dichloropalladium(II)). Solvent: CN(C(C)=O)C (N,N-dimethylacetamide). Run at temperature 85 celsius. The product is O=C(CC(C1=C(C=CC=C1)C)C1=CC=C(C=C1)C1CCN(CC1)C(=O)OC(C)(C)C)C1=CN=NC=C1 (tert-butyl 4-(4-(3-oxo-3-(pyridazin-4-yl)-1-o-tolylpropyl)phenyl)piperidine-1-carboxylate). Isolated yield 28.8%. RXN SMILES: Br[C:2]1[CH:7]=[CH:6][C:5]([CH:8]([C:18]2[CH:23]=[CH:22][CH:21]=[CH:20][C:19]=2[CH3:24])[CH2:9][C:10]([C:12]2[CH:17]=[CH:16][N:15]=[N:14][CH:13]=2)=[O:11])=[CH:4][CH:3]=1.[I-].[C:26]([O:30][C:31]([N:33]1[CH2:38][CH2:37][CH:36]([Zn+])[CH2:35][CH2:34]1)=[O:32])([CH3:29])([CH3:28])[CH3:27]>CN(C)C(=O)C.[Cu]I.C1C=CC(P(C2C=CC=CC=2)[C-]2C=CC=C2)=CC=1.C1C=CC(P(C2C=CC=CC=2)[C-]2C=CC=C2)=CC=1.Cl[Pd]Cl.[Fe+2]>[O:11]=[C:10]([C:12]1[CH:17]=[CH:16][N:15]=[N:14][CH:13]=1)[CH2:9][CH:8]([C:5]1[CH:4]=[CH:3][C:2]([CH:36]2[CH2:37][CH2:38][N:33]([C:31]([O:30][C:26]([CH3:29])([CH3:28])[CH3:27])=[O:32])[CH2:34][CH2:35]2)=[CH:7][CH:6]=1)[C:18]1[CH:23]=[CH:22][CH:21]=[CH:20][C:19]=1[CH3:24] |f:1.2,5.6.7.8|. Reported procedure: To a yellow solution of 3-(4-bromophenyl)-1-(pyridazin-4-yl)-3-o-tolylpropan-1-one (example 2, step 3; 180 mg, 472 μmol) in N,N-dimethylacetamide (4 mL) were added copper(I) iodide (9 mg, 47 μmol), [1,1′-bis(diphenylphosphino)ferrocene]dichloropalladium (II) (17.3 mg, 23.6 μmol) and (1-(tert-butoxycarbonyl)piperidin-4-yl)zinc(II) iodide solution (0.5 M in N,N-dimethylacetamide, 1.9 mL, 0.95 mmol; J. Org. Chem. 2004, 69, 5120). The reaction mixture was heated at 85° C., then after 5 h another por... Starting materials: CCOCC, COC=C(c1ccc(C(F)(F)F)cc1)C(F)(F)F, [O-][Cl+3]([O-])([O-])O, O. Yields the product O=CC(c1ccc(C(F)(F)F)cc1)C(F)(F)F. As a reaction SMILES: [CH3:25][CH2:26][O:27][CH2:28][CH3:29].[CH3:6][O:7][CH:8]=[C:9]([C:10]([F:11])([F:12])[F:13])[c:14]1[cH:15][cH:16][c:17]([C:20]([F:21])([F:22])[F:23])[cH:18][cH:19]1.[Cl+3:1]([OH:2])([O-:3])([O-:4])[O-:5].[OH2:24]>>[O:7]=[CH:8][CH:9]([C:10]([F:11])([F:12])[F:13])[c:14]1[cH:15][cH:16][c:17]([C:20]([F:21])([F:22])[F:23])[cH:18][cH:19]1. The reactants are FC=1C=CC(=C(C1)[N+](=O)[O-])OC(C)C (5-fluoro-1-nitro-2-(propan-2-yloxy)benzene), NC1CCOCC1 (4-aminotetrahydropyran), C([O-])([O-])=O.[K+].[K+] (potassium carbonate). Run in CS(=O)C (DMSO), O (water). Reaction conditions: temperature 50 celsius, time 8 hour. Yields the product C(C)(C)OC=1C=C(C=CC1[N+](=O)[O-])NC1CCOCC1 ((3-isopropoxy-4-nitrophenyl)(tetrahydropyran-4-yl)amine). The yield is 65.4%. Reaction SMILES: F[C:2]1[CH:3]=[CH:4][C:5]([O:11][CH:12]([CH3:14])[CH3:13])=[C:6]([N+:8]([O-:10])=[O:9])[CH:7]=1.[NH2:15][CH:16]1[CH2:21][CH2:20][O:19][CH2:18][CH2:17]1.C(=O)([O-])[O-].[K+].[K+]>CS(C)=O.O>[CH:12]([O:11][C:5]1[CH:4]=[C:3]([NH:15][CH:16]2[CH2:21][CH2:20][O:19][CH2:18][CH2:17]2)[CH:2]=[CH:7][C:6]=1[N+:8]([O-:10])=[O:9])([CH3:14])[CH3:13] |f:2.3.4|. Procedure: A mixture of 0.75 g of 5-fluoro-1-nitro-2-(propan-2-yloxy)benzene, 0.42 g of 4-aminotetrahydropyran and 0.8 g of potassium carbonate in 6 ml of DMSO is stirred at 50° C. overnight. The mixture is diluted with 100 ml of water and extracted three times with 50 ml of ethyl acetate. The organic phases are combined and then dried over magnesium sulfate and concentrated to dryness under reduced pressure. The residue is purified by chromatography on a 50 g silica column, elution being carried out with ... Yield: 89.5%. Reaction SMILES: [CH:1]1([C:4]2[C:13]([CH:14]=O)=[C:12]([C:16]3[CH:21]=[CH:20][C:19]([F:22])=[CH:18][CH:17]=3)[C:11]3[C:6](=[CH:7][CH:8]=[CH:9][CH:10]=3)[N:5]=2)[CH2:3][CH2:2]1.P(=O)([O-])O[C:25](CC)(CC)[C:26]#[N:27].[Cl-].[OH-].[Na+]>C(CP(=O)(OCC)OCC)#N.C1(C)C=CC=CC=1.O>[CH:1]1([C:4]2[C:13]([CH:14]=[CH:25][C:26]#[N:27])=[C:12]([C:16]3[CH:21]=[CH:20][C:19]([F:22])=[CH:18][CH:17]=3)[C:11]3[C:6](=[CH:7][CH:8]=[CH:9][CH:10]=3)[N:5]=2)[CH2:3][CH2:2]1 |f:3.4|. Run in C1(=CC=CC=C1)C (toluene), O (water), C1(=CC=CC=C1)C (toluene). Reagents/catalysts: C(#N)CP(OCC)(OCC)=O (diethyl (cyanomethyl)-phosphonate). Procedure: In a 100 mL-volume glass flask equipped with a stirrer, a thermometer and a dropping funnel were placed under argon atmosphere 4.98 g (17.1 mmol) of 2-cyclo-propyl-4-(4-fluorophenyl)quinoline-3-carbaldehyde, 3.10 mL (18.8 mmol) of diethylcyanomethyl phosphonate (purity 98%), 0.15 mL (0.33 mmol) of tricaprilmethylammonium chloride (Aliquat 336, available from Aldrich Corp.), and 35 mL of toluene. To the content kept at 25-35° C. (liquid temperature) was slowly added 10.1 g (50.5 mmol) of aqueous ... The product is C1(CC1)C1=NC2=CC=CC=C2C(=C1C=CC#N)C1=CC=C(C=C1)F (3-[2-cyclopropyl-4-(4-fluorophenyl)-3-quinolyl]prop-2-enenitrile). Reactants: C1(CC1)C1=NC2=CC=CC=C2C(=C1C=O)C1=CC=C(C=C1)F (2-cyclo-propyl-4-(4-fluorophenyl)quinoline-3-carbaldehyde), [OH-].[Na+] (sodium hydroxide), P(OC(C#N)(CC)CC)([O-])=O (diethylcyanomethyl phosphonate), [Cl-] (chloride). Reaction conditions: temperature 5 celsius, time 30 minute. Starting materials: CC(COS(C)(=O)=O)N1c2ccccc2Sc2ccc(C#N)cc21, CC1CCC(C)N1, Cc1ccccc1, CCOC(C)=O. Yields the product CC(CN1C(C)CCC1C)N1c2ccccc2Sc2ccc(C#N)cc21. RXN SMILES: [CH3:1][S:2]([O:3][CH2:6][CH:7]([CH3:8])[N:9]1[c:10]2[cH:11][cH:12][cH:13][cH:14][c:15]2[S:16][c:17]2[cH:18][cH:19][c:20]([C:23]#[N:24])[cH:21][c:22]21)(=[O:4])=[O:5].[CH3:25][CH:26]1[NH:27][CH:28]([CH3:31])[CH2:29][CH2:30]1.[CH3:32][c:33]1[cH:34][cH:35][cH:36][cH:37][cH:38]1.[CH3:39][CH2:40][O:41][C:42](=[O:43])[CH3:44]>>[CH2:6]([CH:7]([CH3:8])[N:9]1[c:10]2[cH:11][cH:12][cH:13][cH:14][c:15]2[S:16][c:17]2[cH:18][cH:19][c:20]([C:23]#[N:24])[cH:21][c:22]21)[N:27]1[CH:26]([CH3:25])[CH2:30][CH2:29][CH:28]1[CH3:31]. Reactants: ON1C(=NC2=C1C=CC=1C=3C=CC=CC3C=CC12)C1=CC=CC=C1 (1-hydroxy-2-phenylphenanthroimidazole), C([O-])([O-])=O.[K+].[K+] (potassium carbonate), C(CCC)N(C(=O)Cl)CCCC (N,N-dibutylcarbamyl chloride), O1CCCC1 (tetrahydrofuran). Run in C(C)(=O)OCC (ethyl acetate), O (water). Product: C(CCC)N(CCCC)C(=O)ON1C(=NC2=C1C=CC=1C=3C=CC=CC3C=CC12)C1=CC=CC=C1 (1-(N,N-dibutylaminocarbonyloxy)-2-phenylphenanthroimidazole). Reaction SMILES: [OH:1][N:2]1[C:6]2[CH:7]=[CH:8][C:9]3[C:10]4[CH:11]=[CH:12][CH:13]=[CH:14][C:15]=4[CH:16]=[CH:17][C:18]=3[C:5]=2[N:4]=[C:3]1[C:19]1[CH:24]=[CH:23][CH:22]=[CH:21][CH:20]=1.C(=O)([O-])[O-].[K+].[K+].[CH2:31]([N:35]([CH2:39][CH2:40][CH2:41][CH3:42])[C:36](Cl)=[O:37])[CH2:32][CH2:33][CH3:34].O1CCCC1>C(OCC)(=O)C.O>[CH2:31]([N:35]([C:36]([O:1][N:2]1[C:6]2[CH:7]=[CH:8][C:9]3[C:10]4[CH:11]=[CH:12][CH:13]=[CH:14][C:15]=4[CH:16]=[CH:17][C:18]=3[C:5]=2[N:4]=[C:3]1[C:19]1[CH:24]=[CH:23][CH:22]=[CH:21][CH:20]=1)=[O:37])[CH2:39][CH2:40][CH2:41][CH3:42])[CH2:32][CH2:33][CH3:34] |f:1.2.3|. Procedure details: 10 parts of 1-hydroxy-2-phenylphenanthroimidazole, 8 parts of anhydrous potassium carbonate and 6.7 parts of N,N-dibutylcarbamyl chloride in 100 parts of tetrahydrofuran are refluxed for 5 hours. 100 parts of water and 200 parts of ethyl acetate are then added. The organic phase is washed with water, dried over sodium sulfate and evaporated down under reduced pressure. When the residue is left to stand, 6.6 parts of a solid which has a melting point of 120° C. and is pure according to thin layer...